From a dataset of the Open Reaction Database (ORD), a public repository of structured organic reaction records. describe an organic reaction: reactants, conditions, products, and yield Reactants: COC(CCC1CCN(CC1)C=1SC(=CN1)C1=NC(=CC=C1)NC1=NC=CC(=C1)C)=O (3-(1-{5-[6(4-methyl-pyridin-2-ylamino)pyridin-2-yl]thiazol-2-yl}piperidin-4-yl)propionic acid methyl ester), [OH-].[Na+] (sodium hydroxide). Run in O1CCCC1 (tetrahydrofuran), CO (methanol). Reaction conditions: time 12 hour. Yields the product CC1=CC(=NC=C1)NC1=CC=CC(=N1)C1=CN=C(S1)N1CCC(CC1)CCC(=O)O (3-(1-{5-[6-(4-methyl-pyridin-2-ylamino)pyridin-2-yl]thiazol-2-yl}piperidin-4-yl)propionic acid). Yield: 58.8%. As a reaction SMILES: C[O:2][C:3](=[O:31])[CH2:4][CH2:5][CH:6]1[CH2:11][CH2:10][N:9]([C:12]2[S:13][C:14]([C:17]3[CH:22]=[CH:21][CH:20]=[C:19]([NH:23][C:24]4[CH:29]=[C:28]([CH3:30])[CH:27]=[CH:26][N:25]=4)[N:18]=3)=[CH:15][N:16]=2)[CH2:8][CH2:7]1.[OH-].[Na+]>O1CCCC1.CO>[CH3:30][C:28]1[CH:27]=[CH:26][N:25]=[C:24]([NH:23][C:19]2[N:18]=[C:17]([C:14]3[S:13][C:12]([N:9]4[CH2:8][CH2:7][CH:6]([CH2:5][CH2:4][C:3]([OH:31])=[O:2])[CH2:11][CH2:10]4)=[N:16][CH:15]=3)[CH:22]=[CH:21][CH:20]=2)[CH:29]=1 |f:1.2|. Procedure details: To a mixed solution of 3-(1-{5-[6-(4-methyl-pyridin-2-ylamino)pyridin-2-yl]thiazol-2-yl}piperidine-4-)propionic acid methyl ester (250 mg, 0.57 mmol) obtained in Step 3 in tetrahydrofuran (5 ml) and methanol (5 ml), 4N sodium hydroxide (1.5 ml, 6.0 mmol) was added and the mixture was stirred at room temperature for 12 hours. The concentrate obtained by concentrating the reaction solution in vacuo was neutralized with 0.1N hydrochloric acid, and the precipitated solid was collected by filtration,... Reactants: BrC=1C=C2C3=C(C(=NC2=CC1)C)C(=O)OC3=O (6-bromo-2-methylquinoline-3,4-dicarboxylic acid anhydride), N1=CC=CC=C1 (pyridine). Product: O=C1N(C(C=2C(=NC=3C=CC(=CC3C21)Br)C)=O)C (1,3-dioxo-2,4-dimethyl-8-bromo-2H-pyrrolo [3,4-c] quinoline). RXN SMILES: [Br:1][C:2]1[CH:3]=[C:4]2[C:9](=[CH:10][CH:11]=1)[N:8]=[C:7]([CH3:12])[C:6]1[C:13](O[C:16](=[O:17])[C:5]2=1)=[O:14].[N:18]1C=CC=C[CH:19]=1>>[O:17]=[C:16]1[C:5]2[C:4]3[CH:3]=[C:2]([Br:1])[CH:11]=[CH:10][C:9]=3[N:8]=[C:7]([CH3:12])[C:6]=2[C:13](=[O:14])[N:18]1[CH3:19]. Procedure details: To 350 ml of dry pyridine was added 14.7 g of the anhydride (ix) in a 3-neck flask with reflux condenser, drying tube, magnetic stirrer and a thermometer. The flask was cooled with an ice/H2O bath and dry reagent grade CH3NH2 was passed into the mixture. The flask was then allowed to warm up to room temperature and refluxed for 20 hours. The reactants are OC=1C=CC(=C(C1)C1=CC=C(C=C1)C(=O)OCC)C (ethyl 5′-hydroxy-2′-methylbiphenyl-4-carboxylate), C(C1=CC=CC=C1)(=O)OCC=1C=C(CBr)C=CC1COC(C1=CC=CC=C1)=O (3,4-bis(benzoyloxymethyl)benzyl bromide), C([O-])([O-])=O.[K+].[K+] (potassium carbonate). Product: C1(=CC=CC=C1)C(=O)OCC=1C=C(COC=2C=CC(=C(C2)C2=CC=C(C=C2)C(=O)OCC)C)C=CC1COC(=O)C1=CC=CC=C1 (Ethyl 5′-[3,4-bis(1-phenylmethanoyloxymethyl)-benzyloxy]-2′-methylbiphenyl-4-carboxylate). As a reaction SMILES: [OH:1][C:2]1[CH:3]=[CH:4][C:5]([CH3:19])=[C:6]([C:8]2[CH:13]=[CH:12][C:11]([C:14]([O:16][CH2:17][CH3:18])=[O:15])=[CH:10][CH:9]=2)[CH:7]=1.[C:20]([O:28][CH2:29][C:30]1[CH:31]=[C:32]([CH:35]=[CH:36][C:37]=1[CH2:38][O:39][C:40](=[O:47])[C:41]1[CH:46]=[CH:45][CH:44]=[CH:43][CH:42]=1)[CH2:33]Br)(=[O:27])[C:21]1[CH:26]=[CH:25][CH:24]=[CH:23][CH:22]=1.C(=O)([O-])[O-].[K+].[K+]>>[C:21]1([C:20]([O:28][CH2:29][C:30]2[CH:31]=[C:32]([CH:35]=[CH:36][C:37]=2[CH2:38][O:39][C:40]([C:41]2[CH:46]=[CH:45][CH:44]=[CH:43][CH:42]=2)=[O:47])[CH2:33][O:1][C:2]2[CH:3]=[CH:4][C:5]([CH3:19])=[C:6]([C:8]3[CH:13]=[CH:12][C:11]([C:14]([O:16][CH2:17][CH3:18])=[O:15])=[CH:10][CH:9]=3)[CH:7]=2)=[O:27])[CH:26]=[CH:25][CH:24]=[CH:23][CH:22]=1 |f:2.3.4|. Procedure: In a manner similar to that of Example 1(i), by reaction of 3.07 g (12 mmol) of ethyl 5′-hydroxy-2′-methylbiphenyl-4-carboxylate with 6.7 g (15 mmol) of 3,4-bis(benzoyloxymethyl)benzyl bromide and 2 mg (14 mmol) of potassium carbonate, the desired product is obtained in the form of a colourless oil (m=5.7 g; Y=77%). As a reaction SMILES: [C:24](=[O:25])([O-:26])[O-:27].[CH3:30][I:31].[CH3:32][C:33](=[O:34])[OH:35].[CH3:36][C:37](=[O:38])[CH3:39].[Cl:1][c:2]1[c:3]([C:8]2=[N:9][CH:10]([CH3:23])[C:11](=[O:22])[NH:12][c:13]3[c:14]2[cH:15][c:16]([N+:19](=[O:20])[O-:21])[cH:17][cH:18]3)[cH:4][cH:5][cH:6][cH:7]1.[K+:28].[K+:29]>>[Cl:1][c:2]1[c:3]([C:8]2=[N:9][CH:10]([CH3:23])[C:11](=[O:22])[N:12]([CH3:24])[c:13]3[c:14]2[cH:15][c:16]([N+:19](=[O:20])[O-:21])[cH:17][cH:18]3)[cH:4][cH:5][cH:6][cH:7]1. Yields the product CC1N=C(c2ccccc2Cl)c2cc([N+](=O)[O-])ccc2N(C)C1=O. Starting materials: O=C([O-])[O-], CI, CC(=O)O, CC(C)=O, CC1N=C(c2ccccc2Cl)c2cc([N+](=O)[O-])ccc2NC1=O, [K+], [K+]. Reactants: [BH4-].[Na+] (sodium borohydride), Cl.C1(CCCCC1)C1=NC2=CC=CC=C2C(=C1)C(CCC1CCNCC1)=O (1-(2-cyclohexyl-4-quinolyl)-3-(4-piperidyl)-1-propanone monohydrochloride), C[O-].[Na+] (sodium methylate), aqueous solution, [OH-].[Na+] (sodium hydroxide), S(=O)(=O)([O-])[O-] (sulfate). The solvent is C(C)O (ethanol). Product: C1(CCCCC1)C1=NC2=CC=CC=C2C(=C1)C(CCC1CCNCC1)O (1-(2-cyclohexyl-4-quinolyl)-3-(4-piperidyl)-1-propanol). Isolated yield 28.0%. Reaction SMILES: Cl.[CH:2]1([C:8]2[CH:17]=[C:16]([C:18](=[O:27])[CH2:19][CH2:20][CH:21]3[CH2:26][CH2:25][NH:24][CH2:23][CH2:22]3)[C:15]3[C:10](=[CH:11][CH:12]=[CH:13][CH:14]=3)[N:9]=2)[CH2:7][CH2:6][CH2:5][CH2:4][CH2:3]1.[OH-].[Na+].C[O-].[Na+].[BH4-].[Na+].S([O-])([O-])(=O)=O>C(O)C>[CH:2]1([C:8]2[CH:17]=[C:16]([CH:18]([OH:27])[CH2:19][CH2:20][CH:21]3[CH2:22][CH2:23][NH:24][CH2:25][CH2:26]3)[C:15]3[C:10](=[CH:11][CH:12]=[CH:13][CH:14]=3)[N:9]=2)[CH2:3][CH2:4][CH2:5][CH2:6][CH2:7]1 |f:0.1,2.3,4.5,6.7|. Reported procedure: The operation was as in Example 5, starting from 5.1 g of 1-(2-cyclohexyl-4-quinolyl)-3-(4-piperidyl)-1-propanone monohydrochloride, 1.3 ml of a 10N aqueous solution of sodium hydroxide (instead of sodium methylate) and 0.53 g of sodium borohydride in 100 ml of ethanol. 1.3 g of 1-(2-cyclohexyl-4-quinolyl)-3-(4-piperidyl)-1-propanol (racemic) were finally obtained in the form of the sulfate melting at 260° C. The reactants are NC1=NC=CC(=C1)Cl (2-amino-4-chloropyridine), C1=CC(=CC=C1[N+](=O)[O-])O (p-nitrophenol), CCN(C(C)C)C(C)C (Hunig's base), CN1C(CCC1)=O (1-methyl-2-pyrrolidinone). The solvent is O (Water). Reaction conditions: temperature 160 celsius, time 15 hour. The product is NC1=NC=CC(=C1)OC1=CC=C(C=C1)[N+](=O)[O-] (2-Amino-4-(4-nitrophenoxy)pyridine). Reaction SMILES: [NH2:1][C:2]1[CH:7]=[C:6](Cl)[CH:5]=[CH:4][N:3]=1.[CH:9]1[C:14]([N+:15]([O-:17])=[O:16])=[CH:13][CH:12]=[C:11]([OH:18])[CH:10]=1.CCN(C(C)C)C(C)C.CN1CCCC1=O>O>[NH2:1][C:2]1[CH:7]=[C:6]([O:18][C:11]2[CH:10]=[CH:9][C:14]([N+:15]([O-:17])=[O:16])=[CH:13][CH:12]=2)[CH:5]=[CH:4][N:3]=1. Procedure details: A mixture of 15.88 g of 2-amino-4-chloropyridine 34.5 g of p-nitrophenol, 52 ml of Hunig's base and 100 ml of 1-methyl-2-pyrrolidinone was stirred at 160° C. for 15 hours. Water was added, extraction was performed with ethyl acetate, and the solvent was distilled off under reduced pressure. The residue was purified by column chromatography (hexane:ethyl acetate=1:1) using NH type silica gel to obtain 3.24 g of the target substance as a light yellow solid.